The task is: describe an organic reaction: reactants, conditions, products, and yield. This data is from the Open Reaction Database (ORD), a public repository of structured organic reaction records. Reactants: C(CCCCC)C1=C(C=CC(=C1)CCCCCCCCCCCCCC)OCC(COC(C1=CC=CC=C1)(C1=CC=CC=C1)C1=CC=CC=C1)OCC1=CC=CC=C1 (2-hexyl-1-[2-(phenylmethoxy)-3-(triphenylmethoxy)propoxy]-4-tetradecylbenzene). Run in C(Cl)(Cl)Cl (chloroform). Conditions: temperature 0 celsius, time 2 hour. The product is C(CCCCC)C1=C(OCC(CO)OCC2=CC=CC=C2)C=CC(=C1)CCCCCCCCCCCCCC (3-(2-Hexyl-4-tetradecylphenoxy)-2-(phenylmethoxy)-1-propanol). Isolated yield 70.7%. As a reaction SMILES: [CH2:1]([C:7]1[CH:12]=[C:11]([CH2:13][CH2:14][CH2:15][CH2:16][CH2:17][CH2:18][CH2:19][CH2:20][CH2:21][CH2:22][CH2:23][CH2:24][CH2:25][CH3:26])[CH:10]=[CH:9][C:8]=1[O:27][CH2:28][CH:29]([O:51][CH2:52][C:53]1[CH:58]=[CH:57][CH:56]=[CH:55][CH:54]=1)[CH2:30][O:31]C(C1C=CC=CC=1)(C1C=CC=CC=1)C1C=CC=CC=1)[CH2:2][CH2:3][CH2:4][CH2:5][CH3:6]>C(Cl)(Cl)Cl>[CH2:1]([C:7]1[CH:12]=[C:11]([CH2:13][CH2:14][CH2:15][CH2:16][CH2:17][CH2:18][CH2:19][CH2:20][CH2:21][CH2:22][CH2:23][CH2:24][CH2:25][CH3:26])[CH:10]=[CH:9][C:8]=1[O:27][CH2:28][CH:29]([O:51][CH2:52][C:53]1[CH:54]=[CH:55][CH:56]=[CH:57][CH:58]=1)[CH2:30][OH:31])[CH2:2][CH2:3][CH2:4][CH2:5][CH3:6]. Procedure: A solution of 11.9 g of 2-hexyl-1-[2-(phenylmethoxy)-3-(triphenylmethoxy)propoxy]-4-tetradecylbenzene in 250 ml of chloroform was cooled to 0° C. A stream of dry hydrogen chloride gas was bubbled into the solution for 1/2 hour, then the mixture was stirred for 2 hours at 0° C. Solid sodium bicarbonate was added, the mixture stirred for 3 hours, then filtered and the chloroform evaporated. The residue was dissolved in ether, washed with aqueous sodium bicarbonate, dried and the residue chromatogr... Starting materials: N1=C(C=CC=C1)C1=NOC(=N1)C1=CC(=CC(=C1)O)C#N (3-(2-pyridyl)-5-(3-cyano-5-hydroxyphenyl)-1,2,4-oxadiazole), C([O-])([O-])=O.[K+].[K+] (potassium carbonate), C(CC)I (propyl iodide). Run in CN(C=O)C (N,N-dimethylformamide), ClCCl (dichloromethane). Run at temperature 150 celsius. The product is N1=C(C=CC=C1)C1=NOC(=N1)C1=CC(=CC(=C1)OCCC)C#N (3-(2-pyridyl)-5-(3-cyano-5-propoxyphenyl)-1,2,4-oxadiazole). The yield is 38.2%. RXN SMILES: [N:1]1[CH:6]=[CH:5][CH:4]=[CH:3][C:2]=1[C:7]1[N:11]=[C:10]([C:12]2[CH:17]=[C:16]([OH:18])[CH:15]=[C:14]([C:19]#[N:20])[CH:13]=2)[O:9][N:8]=1.C(=O)([O-])[O-].[K+].[K+].[CH2:27](I)[CH2:28][CH3:29]>CN(C)C=O.ClCCl>[N:1]1[CH:6]=[CH:5][CH:4]=[CH:3][C:2]=1[C:7]1[N:11]=[C:10]([C:12]2[CH:17]=[C:16]([O:18][CH2:27][CH2:28][CH3:29])[CH:15]=[C:14]([C:19]#[N:20])[CH:13]=2)[O:9][N:8]=1 |f:1.2.3|. Reported procedure: A mixture of 3-(2-pyridyl)-5-(3-cyano-5-hydroxyphenyl)-1,2,4-oxadiazole (20 mg, 0.077 mmol), potassium carbonate (107 mg, 0.77 mmol) and propyl iodide (0.023 mL, 0.23 mmol) in N,N-dimethylformamide (1 mL) were heated in a sealed vial at 150° C. for 5 minutes. After cooling the reaction was diluted with dichloromethane, washed with water (3 times) and saturated brine, filtered and concentrated. Silica gel chromatography using a mixture of hexanes, ethyl acetate, and dichloromethane (3.5:0.5:4) fo... Starting materials: solution, [H-].C(C(C)C)[Al+]CC(C)C (diisobutylaluminum hydride), O1C(OCC1)C(C)[C@H]1CC[C@H]2[C@@H]3C=CC4=CC([C@H]5[C@@H]([C@]4(C)[C@H]3CC[C@]12C)O5)=O (20-(1,3-dioxolan-2-yl)-1α,2α-epoxypregna-4,6-dien-3-one). The solvent is C1(=CC=CC=C1)C (toluene), O1CCCC1 (tetrahydrofuran). Product: O1C(OCC1)C(C)[C@H]1CC[C@H]2[C@@H]3C=CC4=C[C@@H]([C@H]5[C@@H]([C@]4(C)[C@H]3CC[C@]12C)O5)O (20-(1,3-dioxolan-2-yl)-1α,2α-epoxypregna-4,6-dien-3α-ol). Yield: 79.9%. As a reaction SMILES: [O:1]1[CH2:5][CH2:4][O:3][CH:2]1[CH:6]([C@@H:8]1[C@:25]2([CH3:26])[C@H:11]([C@H:12]3[C@H:22]([CH2:23][CH2:24]2)[C@:20]2([CH3:21])[C:15](=[CH:16][C:17](=[O:28])[C@@H:18]4[O:27][C@@H:19]42)[CH:14]=[CH:13]3)[CH2:10][CH2:9]1)[CH3:7].[H-].C([Al+]CC(C)C)C(C)C>O1CCCC1.C1(C)C=CC=CC=1>[O:1]1[CH2:5][CH2:4][O:3][CH:2]1[CH:6]([C@@H:8]1[C@:25]2([CH3:26])[C@H:11]([C@H:12]3[C@H:22]([CH2:23][CH2:24]2)[C@:20]2([CH3:21])[C:15](=[CH:16][C@H:17]([OH:28])[C@@H:18]4[O:27][C@@H:19]42)[CH:14]=[CH:13]3)[CH2:10][CH2:9]1)[CH3:7] |f:1.2|. Procedure details: In 200 ml of tetrahydrofuran was dissolved 11.7 g of 20-(1,3-dioxolan-2-yl)-1α,2α-epoxypregna-4,6-dien-3-one, followed by addition of 36 ml of a 1.0M solution of diisobutylaluminum hydride in toluene under ice-cooling. The mixture was stirred under ice-cooling for minutes. Then, the reaction mixture was worked up in the same manner as Example 68 to recover 9.4 g of 20-(1,3-dioxolan-2-yl)-1α,2α-epoxypregna-4,6-dien-3α-ol (yield: 80%) showing the following physical properties. The reactants are C(C)C1=NC2=C(C(O1)=O)C=CC=C2 (2-ethyl-4H-3,1-benzoxazin-4-one), C(O)CN (monoethanolamine). Reaction conditions: temperature 100 celsius, time 8 hour. The product is C(C)C1=NC2=CC=CC=C2C(N1CCO)=O (2-ethyl-3-(2-hydroxyethyl)quinazoline-4 (3H)-one). Reaction SMILES: [CH2:1]([C:3]1O[C:7](=[O:9])[C:6]2[CH:10]=[CH:11][CH:12]=[CH:13][C:5]=2[N:4]=1)[CH3:2].[CH2:14]([CH2:16][NH2:17])[OH:15]>>[CH2:1]([C:3]1[N:17]([CH2:16][CH2:14][OH:15])[C:7](=[O:9])[C:6]2[C:5](=[CH:13][CH:12]=[CH:11][CH:10]=2)[N:4]=1)[CH3:2]. Procedure details: 1 g of 2-ethyl-4H-3,1-benzoxazin-4-one was added to 10 mL of monoethanolamine and the mixture was heated to 100° C. for 40 minutes. The heating element was then removed and the reaction medium was kept under agitation for about eight hours (end of the reaction). 100 mL were added to the reaction medium and the mixture was extracted with three portions of 25 mL of ethyl acetate. The organic phase was separated, and dried with magnesium sulfate and spin dried, yielding the 2-ethyl-3-(2-hydroxyethy... The reactants are BrC=1C=C2C(=NNC(C2=CC1)=O)Cl (6-bromo-4-chloro-2H-phthalazin-1-one), N1=C(C=NC=C1)N1CCNCC1 (1-(2-pyrazinyl)piperazine), C=1C=CC(=CC1)P(C=2C=CC=CC2)C3=CC=C4C=CC=CC4=C3C5=C6C=CC=CC6=CC=C5P(C=7C=CC=CC7)C=8C=CC=CC8 (rac-BINAP), CC(C)(C)[O-].[Na+] (NaOtBu). The reagents and catalysts are C=1C=CC(=CC1)/C=C/C(=O)/C=C/C2=CC=CC=C2.C=1C=CC(=CC1)/C=C/C(=O)/C=C/C2=CC=CC=C2.C=1C=CC(=CC1)/C=C/C(=O)/C=C/C2=CC=CC=C2.[Pd].[Pd] (Pd2(dba)3). The solvent is CC(=O)N(C)C (DMA), CCOC(=O)C (EtOAc). Yields the product ClC1=NNC(C2=CC=C(C=C12)N1CCN(CC1)C1=NC=CN=C1)=O (4-chloro-6-(2,3,5,6-tetrahydro-[1,2′]bipyrazinyl-4-yl)-2H-phthalazin-1-one). Isolated yield 16.7%. RXN SMILES: Br[C:2]1[CH:3]=[C:4]2[C:9](=[CH:10][CH:11]=1)[C:8](=[O:12])[NH:7][N:6]=[C:5]2[Cl:13].[N:14]1[CH:19]=[CH:18][N:17]=[CH:16][C:15]=1[N:20]1[CH2:25][CH2:24][NH:23][CH2:22][CH2:21]1.C1C=CC(P(C2C(C3C(P(C4C=CC=CC=4)C4C=CC=CC=4)=CC=C4C=3C=CC=C4)=C3C(C=CC=C3)=CC=2)C2C=CC=CC=2)=CC=1.CC([O-])(C)C.[Na+]>CC(N(C)C)=O.CCOC(C)=O.C1C=CC(/C=C/C(/C=C/C2C=CC=CC=2)=O)=CC=1.C1C=CC(/C=C/C(/C=C/C2C=CC=CC=2)=O)=CC=1.C1C=CC(/C=C/C(/C=C/C2C=CC=CC=2)=O)=CC=1.[Pd].[Pd]>[Cl:13][C:5]1[C:4]2[C:9](=[CH:10][CH:11]=[C:2]([N:23]3[CH2:24][CH2:25][N:20]([C:15]4[CH:16]=[N:17][CH:18]=[CH:19][N:14]=4)[CH2:21][CH2:22]3)[CH:3]=2)[C:8](=[O:12])[NH:7][N:6]=1 |f:3.4,7.8.9.10.11|. Procedure: A mixture 6-bromo-4-chloro-2H-phthalazin-1-one (145 mg, 0.559 mmol), 1-(2-pyrazinyl)piperazine (104 mg, 0.633 mmol), Pd2(dba)3 (43 mg, 0.047 mmol), rac-BINAP (116 mg, 0.186 mmol) and NaOtBu (167 mg, 1.738 mmol) in DMA (5 mL) was heated at 85° C. for 1.5 h. The mixture was allowed to cool, diluted with EtOAc and washed with water. The organic layer was washed with sat.aq. NaHCO3, brine and dried (Na2SO4). Preparatory HPLC afforded 4-chloro-6-(2,3,5,6-tetrahydro-[1,2′]bipyrazinyl-4-yl)-2H-phthalaz... Reactants: CC(C(=O)[O-])C1CCN2C1=C(C=1C(=CC(=CC21)F)Br)SC2=CC=C(C=C2)Cl ((+)-methyl{8-bromo-9-[(4-chlorophenyl)thio]-6-fluoro-2,3-dihydro-1H-pyrrolo[1,2-a]indol-1-yl}acetate), C(CCC)[Sn](C1=CSC=C1)(CCCC)CCCC (tributyl(thien-3-yl)stannane). The product is ClC1=CC=C(C=C1)SC1=C2N(C=3C=C(C=C(C13)C1=CSC=C1)F)CCC2CC(=O)O ((+)-{9-[(4-chlorophenyl)thio]-6-fluoro-8-thien-3-yl-2,3-dihydro-1H-pyrrolo[1,2-a]indol-1-yl}acetic acid). RXN SMILES: C[CH:2]([CH:6]1[C:10]2=[C:11]([S:20][C:21]3[CH:26]=[CH:25][C:24]([Cl:27])=[CH:23][CH:22]=3)[C:12]3[C:13](Br)=[CH:14][C:15]([F:18])=[CH:16][C:17]=3[N:9]2[CH2:8][CH2:7]1)[C:3]([O-:5])=[O:4].C([Sn](CCCC)(CCCC)[C:33]1[CH:37]=[CH:36][S:35][CH:34]=1)CCC>>[Cl:27][C:24]1[CH:25]=[CH:26][C:21]([S:20][C:11]2[C:12]3[C:13]([C:33]4[CH:37]=[CH:36][S:35][CH:34]=4)=[CH:14][C:15]([F:18])=[CH:16][C:17]=3[N:9]3[CH2:8][CH2:7][CH:6]([CH2:2][C:3]([OH:5])=[O:4])[C:10]=23)=[CH:22][CH:23]=1. Procedure details: Starting from (+)-methyl{8-bromo-9-[(4-chlorophenyl)thio]-6-fluoro-2,3-dihydro-1H-pyrrolo[1,2-a]indol-1-yl}acetate and tributyl(thien-3-yl)stannane, the title compound was synthesized following the procedures described in Example 42 and Step 10 of Example 7. Reactants: C(C)OC(C=C(OCC)N)=O (β-amino-β-ethoxyacrylic acid ethyl ester), C1(=CC=C(C=C1)S(=O)(=O)O)C (p-toluenesulphonic acid), ClC1=C(CNN)C=C(C(=C1)Cl)Cl (2,4,5-trichlorobenzylhydrazine). Run in C(C)O (ethanol), C(C)O (ethanol). Run at time 2 hour. Yields the product NC=1NN(C(C1)=O)CC1=C(C=C(C(=C1)Cl)Cl)Cl (3-Amino-1-(2,4,5-trichlorobenzyl)-pyrazol-5-one). As a reaction SMILES: C([O:3][C:4](=O)[CH:5]=[C:6]([NH2:10])OCC)C.C1(C)C=CC(S(O)(=O)=O)=CC=1.[Cl:23][C:24]1[CH:32]=[C:31]([Cl:33])[C:30]([Cl:34])=[CH:29][C:25]=1[CH2:26][NH:27][NH2:28]>C(O)C>[NH2:10][C:6]1[NH:28][N:27]([CH2:26][C:25]2[CH:29]=[C:30]([Cl:34])[C:31]([Cl:33])=[CH:32][C:24]=2[Cl:23])[C:4](=[O:3])[CH:5]=1. Procedure: 54.7 g of β-amino-β-ethoxyacrylic acid ethyl ester and 2 g of p-toluenesulphonic acid were dissolved in 400 ml of ethanol. A solution of 77.6 g of 2,4,5-trichlorobenzylhydrazine in 200 ml of ethanol was added dropwise thereto, under nitrogen. After stirring for a further two hours, the mixture was left to stand overnight and the precipitate which had separated out was filtered off and dissolved in 2 N sodium hydroxide soltuion. The alkaline solution was repeatedly extracted with ether and subseq...